From a dataset of the Open Reaction Database (ORD), a public repository of structured organic reaction records. describe an organic reaction: reactants, conditions, products, and yield Starting materials: O1CCOC12C(CCCC2)NC(=N)NC2=CSC=C2C (N-(1,4-Dioxaspiro[4.5]dec-6-yl)-N′-(4-methylthiophen-3-yl)guanidine), ClN1C(CCC1=O)=O (N-chlorosuccinimide). Solvent: C(C)(=O)O (acetic acid), C(C)(=O)O (acetic acid). Product: ClC=1SC=C(C1NC(=N)NC1C2(OCCO2)CCCC1)C (N-(2-Chloro-4-methylthiophen-3-yl)-N′-(1,4-dioxaspiro[4.5]dec-6-yl)guanidine). Isolated yield 47.9%. RXN SMILES: [O:1]1[C:5]2([CH2:10][CH2:9][CH2:8][CH2:7][CH:6]2[NH:11][C:12]([NH:14][C:15]2[C:19]([CH3:20])=[CH:18][S:17][CH:16]=2)=[NH:13])[O:4][CH2:3][CH2:2]1.[Cl:21]N1C(=O)CCC1=O>C(O)(=O)C>[Cl:21][C:16]1[S:17][CH:18]=[C:19]([CH3:20])[C:15]=1[NH:14][C:12]([NH:11][CH:6]1[CH2:7][CH2:8][CH2:9][CH2:10][C:5]21[O:1][CH2:2][CH2:3][O:4]2)=[NH:13]. Procedure details: N-(1,4-Dioxaspiro[4.5]dec-6-yl)-N′-(4-methylthiophen-3-yl)guanidine (49 mg) was dissolved in glacial acetic acid (3 ml), and a solution of N-chlorosuccinimide (20.3 mg) in glacial acetic acid (5 ml) was added slowly. The mixture was stirred for a number of hours and then allowed to stand at room temperature over the weekend, after which the glacial acetic acid was removed under reduced pressure, the residue was taken up in water and the mixture was adjusted to pH 10 using 2N sodium hydroxide sol... Reactants: BrC1=CC=C2C(=N1)N(C=C2)[Si](C(C)C)(C(C)C)C(C)C (6-bromo-1-(triisopropylsilyl)-1H-pyrrolo[2,3-b]pyridine), C(C)(C)(C)P(C(C)(C)C)C(C)(C)C (tri-tert-butylphosphine), [Na+].[Cl-] (NaCl), N1CCOCC1 (Morpholine), CC(C)([O-])C.[Na+] (sodium tert-butoxide). The reagents and catalysts are C(C)(=O)[O-].[Pd+2].C(C)(=O)[O-] (palladium (II) acetate). Run in C1(=CC=CC=C1)C (toluene). Conditions: temperature 80 celsius, time 1 hour. The product is C(C)(C)[Si](N1C=CC=2C1=NC(=CC2)N2CCOCC2)(C(C)C)C(C)C (4-(1-(triisopropylsilyl)-1H-pyrrolo[2,3-b]pyridin-6-yl)morpholine). The yield is 86.5%. Reaction SMILES: Br[C:2]1[N:7]=[C:6]2[N:8]([Si:11]([CH:18]([CH3:20])[CH3:19])([CH:15]([CH3:17])[CH3:16])[CH:12]([CH3:14])[CH3:13])[CH:9]=[CH:10][C:5]2=[CH:4][CH:3]=1.C(P(C(C)(C)C)C(C)(C)C)(C)(C)C.[NH:34]1[CH2:39][CH2:38][O:37][CH2:36][CH2:35]1.CC(C)([O-])C.[Na+].[Na+].[Cl-]>C([O-])(=O)C.[Pd+2].C([O-])(=O)C.C1(C)C=CC=CC=1>[CH:12]([Si:11]([CH:18]([CH3:20])[CH3:19])([CH:15]([CH3:17])[CH3:16])[N:8]1[C:6]2=[N:7][C:2]([N:34]3[CH2:39][CH2:38][O:37][CH2:36][CH2:35]3)=[CH:3][CH:4]=[C:5]2[CH:10]=[CH:9]1)([CH3:14])[CH3:13] |f:3.4,5.6,7.8.9|. Procedure details: In a 25 mL round-bottomed flask, 6-bromo-1-(triisopropylsilyl)-1H-pyrrolo[2,3-b]pyridine (800 mg, 2.26 mmol, Eq: 1.00), palladium (II) acetate (254 mg, 1.13 mmol, Eq: 0.5) and tri-tert-butylphosphine (229 mg, 279 μl, 1.13 mmol, Eq: 0.5) were combined with toluene to give a yellow solution. Morpholine (789 mg, 789 μl, 9.06 mmol, Eq: 4) and sodium tert-butoxide (653 mg, 6.79 mmol, Eq: 3) were added. The reaction mixture was heated to 80° C. and stirred for 1 h. The reaction mixture was poured into... Reactants: C(C)OC(=O)N1CCC(CC1)C1=CNC2=CC(=CC=C12)F (4-(6-fluoro-1H-indol-3-yl)-piperidine-1-carboxylic acid ethyl ester), ClC=1SC(=CC1)CCl (2-chloro-5-chloromethyl-thiophene). Conditions: time 18 hour. The product is C(C)OC(=O)N1CCC(CC1)C1=CN(C2=CC(=CC=C12)F)CC=1SC(=CC1)Cl (4-[1-(5-chloro-thiophen-2-ylmethyl)-6-fluoro-1H-indol-3-yl]-piperidine-1-carboxylic acid ethyl ester). Yield: 69.7%. RXN SMILES: [CH2:1]([O:3][C:4]([N:6]1[CH2:11][CH2:10][CH:9]([C:12]2[C:20]3[C:15](=[CH:16][C:17]([F:21])=[CH:18][CH:19]=3)[NH:14][CH:13]=2)[CH2:8][CH2:7]1)=[O:5])[CH3:2].[Cl:22][C:23]1[S:24][C:25]([CH2:28]Cl)=[CH:26][CH:27]=1>>[CH2:1]([O:3][C:4]([N:6]1[CH2:11][CH2:10][CH:9]([C:12]2[C:20]3[C:15](=[CH:16][C:17]([F:21])=[CH:18][CH:19]=3)[N:14]([CH2:28][C:25]3[S:24][C:23]([Cl:22])=[CH:27][CH:26]=3)[CH:13]=2)[CH2:8][CH2:7]1)=[O:5])[CH3:2]. Procedure details: This compound was prepared following the procedure described in example 13 (part B) starting with 2.2 g (7.5 mmol) of 4-(6-fluoro-1H-indol-3-yl)-piperidine-1-carboxylic acid ethyl ester (example 24, part A) and 1.1 mL (8.8 mmol) of 2-chloro-5-chloromethyl-thiophene. The reaction mixture was stirred at room temperature for 18 hours. After standard work-up, 2.2 g (68% of yield) of 4-[1-(5-chloro-thiophen-2-ylmethyl)-6-fluoro-1H-indol-3-yl]-piperidine-1-carboxylic acid ethyl ester were obtained. Starting materials: CC(CCCCCC)(C)C1=CC(=C(C=C1)C1CNCCC1)O (3-[4-(1,1-dimethylheptyl)-2-hydroxyphenyl]piperidine), CC(CCCCCC)(C)C1=CC(=C(C=C1)C1CN(CCC1)CC=C)OCC=C (3-[4-(1,1-dimethylheptyl)-2-allyloxyphenyl]-1-N-(2-propenyl)-piperidine), C([O-])([O-])=O.[K+].[K+] (potassium carbonate), C(C=C)Br (allyl bromide). The solvent is C(C)O (ethanol). The product is CC(CCCCCC)(C)C1=CC(=C(C=C1)C1CN(CCC1)CC=C)O (3-[4-(1,1-Dimethylheptyl)-2-hydroxyphenyl]-1-N-(2-propenyl)piperidine). Isolated yield 40.0%. Reaction SMILES: CC(C1C=CC(C2CCCNC2)=C(O)C=1)(C)CCCCCC.C(=O)([O-])[O-].[K+].[K+].C(Br)C=C.[CH3:33][C:34]([C:42]1[CH:47]=[CH:46][C:45]([CH:48]2[CH2:53][CH2:52][CH2:51][N:50]([CH2:54][CH:55]=[CH2:56])[CH2:49]2)=[C:44]([O:57]CC=C)[CH:43]=1)([CH3:41])[CH2:35][CH2:36][CH2:37][CH2:38][CH2:39][CH3:40]>C(O)C>[CH3:41][C:34]([C:42]1[CH:47]=[CH:46][C:45]([CH:48]2[CH2:53][CH2:52][CH2:51][N:50]([CH2:54][CH:55]=[CH2:56])[CH2:49]2)=[C:44]([OH:57])[CH:43]=1)([CH3:33])[CH2:35][CH2:36][CH2:37][CH2:38][CH2:39][CH3:40] |f:1.2.3|. Reported procedure: A mixture of 900 mg. (2.97 mmoles) of 3-[4-(1,1-dimethylheptyl)-2-hydroxyphenyl]piperidine, 481 mg. (3.48 mmoles) of anhydrous potassium carbonate and 359 mg. (2.97 mmoles) of allyl bromide in 20 ml. of ethanol is heated at reflux for 23 hours. The reaction mixture is concentrated under reduced pressure and the residue dissolved in 250 ml. of saturated sodium bicarbonate and 200 ml. of dichloromethane. The organic extract is washed once with 100 ml. of saturated sodium chloride, dried over magne... Reactants: FC1=C2C(=C(C(=NC2=CC(=C1)F)C1=NC=CC=C1)C)NC=1C=C(C=NC1N1CCOCC1)B(O)O (5-(5,7-difluoro-3-methyl-2-(pyridin-2-yl)quinolin-4-ylamino)-6-morpholinopyridin-3-ylboronic acid), O1CCOCC1 (1,4-dioxane), ClC1=NC(=NC(=C1)C)N (4-chloro-6-methylpyrimidin-2-amine), C([O-])([O-])=O.[Na+].[Na+] (sodium carbonate). The reagents and catalysts are Cl[Pd]([P](C1=CC=CC=C1)(C2=CC=CC=C2)C3=CC=CC=C3)([P](C4=CC=CC=C4)(C5=CC=CC=C5)C6=CC=CC=C6)Cl (dichlorobis(triphenylphosphine)palladium(ii)). The solvent is O (water). Run at temperature 120 celsius. Product: NC1=NC(=CC(=N1)C=1C=C(C(=NC1)N1CCOCC1)NC1=C(C(=NC2=CC(=CC(=C12)F)F)C1=NC=CC=C1)C)C (N-(5-(2-amino-6-methyl-4-pyrimidinyl)-2-(4-morpholinyl)-3-pyridinyl)-5,7-difluoro-3-methyl-2-(2-pyridinyl)-4-quinolinamine). RXN SMILES: [F:1][C:2]1[CH:11]=[C:10]([F:12])[CH:9]=[C:8]2[C:3]=1[C:4]([NH:20][C:21]1[CH:22]=[C:23](B(O)O)[CH:24]=[N:25][C:26]=1[N:27]1[CH2:32][CH2:31][O:30][CH2:29][CH2:28]1)=[C:5]([CH3:19])[C:6]([C:13]1[CH:18]=[CH:17][CH:16]=[CH:15][N:14]=1)=[N:7]2.Cl[C:37]1[CH:42]=[C:41]([CH3:43])[N:40]=[C:39]([NH2:44])[N:38]=1.C(=O)([O-])[O-].[Na+].[Na+].O1CCOCC1>Cl[Pd](Cl)([P](C1C=CC=CC=1)(C1C=CC=CC=1)C1C=CC=CC=1)[P](C1C=CC=CC=1)(C1C=CC=CC=1)C1C=CC=CC=1.O>[NH2:44][C:39]1[N:38]=[C:37]([C:23]2[CH:22]=[C:21]([NH:20][C:4]3[C:3]4[C:8](=[CH:9][C:10]([F:12])=[CH:11][C:2]=4[F:1])[N:7]=[C:6]([C:13]4[CH:18]=[CH:17][CH:16]=[CH:15][N:14]=4)[C:5]=3[CH3:19])[C:26]([N:27]3[CH2:32][CH2:31][O:30][CH2:29][CH2:28]3)=[N:25][CH:24]=2)[CH:42]=[C:41]([CH3:43])[N:40]=1 |f:2.3.4,^1:59,78|. Procedure details: A solution of 5-(5,7-difluoro-3-methyl-2-(pyridin-2-yl)quinolin-4-ylamino)-6-morpholinopyridin-3-ylboronic acid (0.026 mmol, described herein), 4-chloro-6-methylpyrimidin-2-amine (3.7 mg, 0.026 mmol), sodium carbonate (8.18 mg, 0.077 mmol), dichlorobis(triphenylphosphine)palladium(ii) (1.8 mg, 2.57 μmol), 1,4-dioxane (560 μL) and water (140 μL) heated in a microwave at 120° C. for 60 min. The reaction was then cooled to rt and partitioned between EtOAc and water. The organic layer was dried (mag... The reactants are CCO, NN, O, O=C1c2ccccc2C(=O)N1CCCCCCCCOc1cccc2ccccc12. The product is NCCCCCCCCOc1cccc2ccccc12. Reaction SMILES: [CH3:34][CH2:35][OH:36].[NH2:32][NH2:33].[OH2:31].[c:1]1([O:11][CH2:12][CH2:13][CH2:14][CH2:15][CH2:16][CH2:17][CH2:18][CH2:19][N:20]2[C:21](=[O:22])[c:23]3[cH:24][cH:25][cH:26][cH:27][c:28]3[C:29]2=[O:30])[cH:2][cH:3][cH:4][c:5]2[cH:6][cH:7][cH:8][cH:9][c:10]12>>[c:1]1([O:11][CH2:12][CH2:13][CH2:14][CH2:15][CH2:16][CH2:17][CH2:18][CH2:19][NH2:20])[cH:2][cH:3][cH:4][c:5]2[cH:6][cH:7][cH:8][cH:9][c:10]12.